This data is from the Open Reaction Database (ORD), a public repository of structured organic reaction records. The task is: describe an organic reaction: reactants, conditions, products, and yield Reactants: COC(C(C1=CC(=C(C(=C1)F)OCCOC1=CC2=CC=CC=C2C=C1)F)=O)=O (3,5-difluoro-4-[2-(2-naphthalenyloxy)ethoxy]-alpha-oxobenzeneacetic acid methyl ester), [OH-].[Na+] (sodium hydroxide). Run in CO (methanol), O1CCCC1 (tetrahydrofuran), O (water). The product is FC=1C=C(C=C(C1OCCOC1=CC2=CC=CC=C2C=C1)F)C(C(=O)O)=O (3,5-difluoro-4-[2-(2-naphthalenyloxy)ethoxy]-alpha-oxobenzeneacetic acid). Isolated yield 90.8%. RXN SMILES: C[O:2][C:3](=[O:28])[C:4](=[O:27])[C:5]1[CH:10]=[C:9]([F:11])[C:8]([O:12][CH2:13][CH2:14][O:15][C:16]2[CH:25]=[CH:24][C:23]3[C:18](=[CH:19][CH:20]=[CH:21][CH:22]=3)[CH:17]=2)=[C:7]([F:26])[CH:6]=1.[OH-].[Na+]>CO.O1CCCC1.O>[F:11][C:9]1[CH:10]=[C:5]([C:4](=[O:27])[C:3]([OH:28])=[O:2])[CH:6]=[C:7]([F:26])[C:8]=1[O:12][CH2:13][CH2:14][O:15][C:16]1[CH:25]=[CH:24][C:23]2[C:18](=[CH:19][CH:20]=[CH:21][CH:22]=2)[CH:17]=1 |f:1.2|. Procedure: A solution of 3,5-difluoro-4-[2-(2-naphthalenyloxy)ethoxy]-alpha-oxobenzeneacetic acid methyl ester (0.6 g) in warm methanol (10 mL) and tetrahydrofuran (10 mL) was treated with 1N sodium hydroxide (2 mL) and after 10 minutes the mixture was diluted with water and concentrated to remove the organic solvents. The residue was acidified with excess hydrochloric acid and extracted with dichloromethane containing a little tetrahydrofuran. The organic layer was washed with water, dried (Na2SO4), filte... Reactants: N1=C(Cl)N=C(Cl)N=C1Cl (cyanuric chloride), C(O)([O-])=O.[Na+] (sodium hydrogen carbonate), C(C)O (ethanol), ice water. Yields the product ClC1=NC(=NC(=N1)Cl)OCC (2,4-dichloro-6-ethoxy-s-triazine). RXN SMILES: [N:1]1[C:8](Cl)=[N:7][C:5]([Cl:6])=[N:4][C:2]=1[Cl:3].C(=O)([O-])O.[Na+].[CH2:15]([OH:17])[CH3:16]>>[Cl:3][C:2]1[N:4]=[C:5]([Cl:6])[N:7]=[C:8]([O:17][CH2:15][CH3:16])[N:1]=1 |f:1.2|. Procedure: In addition, 92.21 g (0.500 mole) of cyanuric chloride and 50.41 g (0.600 mole) of sodium hydrogen carbonate were added in this order to 800 ml (13.73 moles) of ethanol kept at 5° C. with mechanical stirring and the mixture was reacted at this temperature for 8 hours with stirring. The resulting solution was poured into 650 g of ice-water and the precipitated white substance was immediately collected by filtration with suction. The substance was washed with 200 ml of water (0° C.) two to three t... The reactants are [N+](=O)([O-])C=1C=CC2=C(N3C(=N2)NCC3)C1 (2,3-dihydro-6-nitro-1H-imidazo[1,2-a]-benzimidazole), C(=O)[O-].[NH4+] (ammonium formate). Reagents/catalysts: [Pd] (palladium-on-charcoal). Solvent: CO (methanol). Conditions: time 12 hour. The product is NC=1C=CC2=C(N3C(=N2)NCC3)C1 (6-amino-2,3-dihydro-1H-imidazo[1,2-a]benzimidazole). Yield: 35.6%. As a reaction SMILES: [N+:1]([C:4]1[CH:5]=[CH:6][C:7]2[N:11]=[C:10]3[NH:12][CH2:13][CH2:14][N:9]3[C:8]=2[CH:15]=1)([O-])=O.C([O-])=O.[NH4+]>CO.[Pd]>[NH2:1][C:4]1[CH:5]=[CH:6][C:7]2[N:11]=[C:10]3[NH:12][CH2:13][CH2:14][N:9]3[C:8]=2[CH:15]=1 |f:1.2|. Reported procedure: 1 g of palladium-on-charcoal at 10% is added, under argon, to a vigorously stirred solution of 2.7 g (13.22 mmol) of 2,3-dihydro-6-nitro-1H-imidazo[1,2-a]-benzimidazole (R. J. North et al., J. Het. Chem., 1969, 6, 655) in 100 ml of methanol. 15 g (0.23 mol) of ammonium formate are added to the reaction mixture and the suspension is subsequently stirred for 12 h. A solid is recovered by filtration and is purified by silica column chromatography (eluent: dichloromethane-methanol). 0.82 g of the ex... Reactants: C(C)(=O)O (acetic acid), C=O (formaldehyde), C(#N)[BH3-].[Na+] (sodium cyanoborohydride), ClC1=CC=C(CC2C(N(CC3N2C(C(CN3S(=O)(=O)C3=C(C=C(C=C3)Cl)Cl)NC(=O)C3NCCC3)=O)C(C)C)=O)C=C1 (N-[6-(4-Chlorobenzyl)-1-(2,4-dichlorobenzenesulfonyl)-8-isopropyl-4,7-dioxooctahydropyrazino[1,2-a]pyrimidin-3-yl]pyrrolidine-2-carboxamide). Run in CO (methanol). Conditions: time 2 hour. Yields the product ClC1=CC=C(CC2C(N(CC3N2C(C(CN3S(=O)(=O)C3=C(C=C(C=C3)Cl)Cl)NC(=O)C3N(CCC3)C)=O)C(C)C)=O)C=C1 (N-[6-(4-Chlorobenzyl)-1-(2,4-dichlorobenzenesulfonyl)-8-isopropyl-4,7-dioxooctahydropyrazino[1,2-a]pyrimidin-3-yl]-1-methylpyrrolidine-2-carboxamide). Yield: 52.5%. Reaction SMILES: [C:1](O)(=O)C.C=O.C([BH3-])#N.[Na+].[Cl:11][C:12]1[CH:52]=[CH:51][C:15]([CH2:16][CH:17]2[N:22]3[C:23](=[O:46])[CH:24]([NH:38][C:39]([CH:41]4[CH2:45][CH2:44][CH2:43][NH:42]4)=[O:40])[CH2:25][N:26]([S:27]([C:30]4[CH:35]=[CH:34][C:33]([Cl:36])=[CH:32][C:31]=4[Cl:37])(=[O:29])=[O:28])[CH:21]3[CH2:20][N:19]([CH:47]([CH3:49])[CH3:48])[C:18]2=[O:50])=[CH:14][CH:13]=1>CO>[Cl:11][C:12]1[CH:13]=[CH:14][C:15]([CH2:16][CH:17]2[N:22]3[C:23](=[O:46])[CH:24]([NH:38][C:39]([CH:41]4[CH2:45][CH2:44][CH2:43][N:42]4[CH3:1])=[O:40])[CH2:25][N:26]([S:27]([C:30]4[CH:35]=[CH:34][C:33]([Cl:36])=[CH:32][C:31]=4[Cl:37])(=[O:29])=[O:28])[CH:21]3[CH2:20][N:19]([CH:47]([CH3:49])[CH3:48])[C:18]2=[O:50])=[CH:51][CH:52]=1 |f:2.3|. Procedure details: 0.3 ml (5.2 mmol) of acetic acid, 0.25 ml (3.33 mmol) of formaldehyde (37% in water) and 1.5 ml (1.5 mmol) of sodium cyanoborohydride (1M in THF) were added to a solution of 93 mg (0.142 mmol) of the amine from Example 40 in 7.5 ml of methanol. The reaction mixture was stirred at room temperature for 2 hours and concentrated in vacuo. The residue was diluted with 10 ml of DCM, basified with 7N—NH3 in methanol, filtered and concentrated. This residue was purified by preparative RP-HPLC. 50 mg of ... The reactants are FC1=C(C=CC(=C1)N1C(C=CC=C1)=O)NC(=O)[C@@H]1NCC=2N(N=CC21)C ((R)-1-methyl-1,4,5,6-tetrahydro-pyrrolo[3,4-c]pyrazole-4-carboxylic acid [2-fluoro-4-(2-oxo-2H-pyridin-1-yl)-phenyl]-amide), N1C=CC2=CC=C(C=C12)C(=O)O (6-indolecarboxylic acid), CCN(C(C)C)C(C)C (DIPEA), C1COC(=O)N1P(=O)(N2CCOC2=O)Cl (BOPCl). Run in C(C)#N (acetonitrile). Product: FC1=C(C=CC(=C1)N1C(C=CC=C1)=O)NC(=O)[C@@H]1N(CC=2N(N=CC21)C)C(=O)C2=CC=C1C=CNC1=C2 ((R)-5-(1H-Indole-6-carbonyl)-1-methyl-1,4,5,6-tetrahydro-pyrrolo[3,4-c]pyrazole-4-carboxylic acid [2-fluoro-4-(2-oxo-2H-pyridin-1-yl)-phenyl]-amide), solid. Reaction SMILES: [F:1][C:2]1[CH:7]=[C:6]([N:8]2[CH:13]=[CH:12][CH:11]=[CH:10][C:9]2=[O:14])[CH:5]=[CH:4][C:3]=1[NH:15][C:16]([C@H:18]1[C:25]2[CH:24]=[N:23][N:22]([CH3:26])[C:21]=2[CH2:20][NH:19]1)=[O:17].[NH:27]1[C:35]2[C:30](=[CH:31][CH:32]=[C:33]([C:36](O)=[O:37])[CH:34]=2)[CH:29]=[CH:28]1.CCN(C(C)C)C(C)C.C1N(P(Cl)(N2C(=O)OCC2)=O)C(=O)OC1>C(#N)C>[F:1][C:2]1[CH:7]=[C:6]([N:8]2[CH:13]=[CH:12][CH:11]=[CH:10][C:9]2=[O:14])[CH:5]=[CH:4][C:3]=1[NH:15][C:16]([C@H:18]1[C:25]2[CH:24]=[N:23][N:22]([CH3:26])[C:21]=2[CH2:20][N:19]1[C:36]([C:33]1[CH:34]=[C:35]2[C:30]([CH:29]=[CH:28][NH:27]2)=[CH:31][CH:32]=1)=[O:37])=[O:17]. Procedure: A solution of (R)-1-methyl-1,4,5,6-tetrahydro-pyrrolo[3,4-c]pyrazole-4-carboxylic acid [2-fluoro-4-(2-oxo-2H-pyridin-1-yl)-phenyl]-amide (example 1B), 38 mg), 6-indolecarboxylic acid (22 mg), 0.03 ml (DIPEA) and BOPCl (51 mg) in 2 ml acetonitrile was stirred for 2 hrs at 0° C. A consecutive basic and acidic work up delivered a yellow oil which was purified by chromatography (silica gel, AcOEt). (R)-5-(1H-Indole-6-carbonyl)-1-methyl-1,4,5,6-tetrahydro-pyrrolo[3,4-c]pyrazole-4-carboxylic acid [2-f... Reactants: COC1=C(C=C(C(=O)O)C=C1)OC1COCC1OC (4-methoxy-3-(4-methoxytetrahydrofuran-3-yloxy)benzoic acid), COC1=C(C=C(C(=O)O)C=C1)OC1COCC1OC (4-methoxy-3-(4-methoxytetrahydrofuran-3-yloxy)benzoic acid), acid chloride, NC1=C(C=NC=C1Cl)Cl (4-amino-3,5-dichloropyridine), [H-].[Na+] (sodium hydride). Solvent: C(C(=O)Cl)(=O)Cl (oxalyl chloride), O1CCCC1 (tetrahydrofuran), O1CCCC1 (tetrahydrofuran), O1CCCC1 (tetrahydrofuran). Reaction conditions: time 1 hour. Yields the product ClC=1C=NC=C(C1NC(C1=CC(=C(C=C1)OC)OC1COCC1OC)=O)Cl (N-(3,5-Dichloropyridin-4-yl)-4-methoxy-3-(4-methoxytetrahydrofuran-3-yloxy)benzamide). The yield is 78.5%. RXN SMILES: [CH3:1][O:2][C:3]1[CH:11]=[CH:10][C:6]([C:7]([OH:9])=O)=[CH:5][C:4]=1[O:12][CH:13]1[CH:17]([O:18][CH3:19])[CH2:16][O:15][CH2:14]1.[NH2:20][C:21]1[C:26]([Cl:27])=[CH:25][N:24]=[CH:23][C:22]=1[Cl:28].[H-].[Na+]>C(Cl)(=O)C(Cl)=O.O1CCCC1>[Cl:28][C:22]1[CH:23]=[N:24][CH:25]=[C:26]([Cl:27])[C:21]=1[NH:20][C:7](=[O:9])[C:6]1[CH:10]=[CH:11][C:3]([O:2][CH3:1])=[C:4]([O:12][CH:13]2[CH:17]([O:18][CH3:19])[CH2:16][O:15][CH2:14]2)[CH:5]=1 |f:2.3|. Procedure: 1.0 g (3.7 mmol) of 4-methoxy-3-(4-methoxytetrahydrofuran-3-yloxy)benzoic acid (starting compound A1) is heated to reflux for 2 h in 4 ml of oxalyl chloride. Excess oxalyl chloride is removed in vacuo and coevaporated using 2×20 ml of toluene. A solution of 600 mg (3.7 mmol) of 4-amino-3,5-dichloropyridine in 10 ml of tetrahydrofuran is added dropwise to a suspension of 220 mg (7.4 mmol) of 80% strength sodium hydride in 10 ml of tetrahydrofuran. The mixture is stirred for 1 h at RT, the acid ch...